Dataset: the Open Reaction Database (ORD), a public repository of structured organic reaction records. Task: describe an organic reaction: reactants, conditions, products, and yield Reactants: Br, CCN1CCOCC1, CCN=C=NCCCN(C)C, CN(C)C=O, CCOC(C)=O, Cl, CC(C)CNNC(=O)C(CC(C)C)C(CCCc1ccccc1)C(=O)NOC1CCCCO1, O=C(O)CC(=O)n1ccnc1. The product is CC(C)CC(C(=O)NN(CC(C)C)C(=O)CC(=O)n1ccnc1)C(CCCc1ccccc1)C(=O)NOC1CCCCO1. As a reaction SMILES: [BrH:1].[CH2:46]([N:47]1[CH2:48][CH2:49][O:50][CH2:51][CH2:52]1)[CH3:53].[CH2:55]([N:56]=[C:57]=[N:58][CH2:59][CH2:60][CH2:61][N:62]([CH3:63])[CH3:64])[CH3:65].[CH3:66][N:67]([CH3:68])[CH:69]=[O:70].[CH3:71][CH2:72][O:73][C:74](=[O:75])[CH3:76].[ClH:54].[O:13]1[CH:14]([O:19][NH:20][C:21](=[O:22])[CH:23]([CH2:24][CH2:25][CH2:26][c:27]2[cH:28][cH:29][cH:30][cH:31][cH:32]2)[CH:33]([C:34](=[O:35])[NH:36][NH:37][CH2:38][CH:39]([CH3:40])[CH3:41])[CH2:42][CH:43]([CH3:44])[CH3:45])[CH2:15][CH2:16][CH2:17][CH2:18]1.[n:2]1([C:7](=[O:8])[CH2:9][C:10](=[O:11])[OH:12])[cH:3][n:4][cH:5][cH:6]1>>[n:2]1([C:7](=[O:8])[CH2:9][C:10](=[O:12])[N:37]([NH:36][C:34]([CH:33]([CH:23]([C:21]([NH:20][O:19][CH:14]2[O:13][CH2:18][CH2:17][CH2:16][CH2:15]2)=[O:22])[CH2:24][CH2:25][CH2:26][c:27]2[cH:28][cH:29][cH:30][cH:31][cH:32]2)[CH2:42][CH:43]([CH3:44])[CH3:45])=[O:35])[CH2:38][CH:39]([CH3:40])[CH3:41])[cH:3][n:4][cH:5][cH:6]1. Reactants: C(C)N(C(=O)C1=CC=C2C(=CNC2=C1)C[C@@H](C)NC[C@H](O)C1=CC(=CC=C1)Cl)CC (3-{(2R)-2-[2-(3-chlorophenyl)-(2R)-2-hydroxy-ethylamino]propyl}-1H-indole-6-carboxylic acid diethylamide), Cl (HCl), O1CCOCC1 (1,4-dioxane). Product: ClC=1C=C(C=CC1)[C@H](CN[C@@H](CC1=CNC2=CC(=CC=C12)C(=O)O)C)O (3-{(2R)-2-[2-(3-chlorophenyl)-(2R)-2-hydroxyethylamino]-propyl}-1H-indole-6-carboxylic acid). The yield is 44.0%. RXN SMILES: C(N(CC)[C:4]([C:6]1[CH:14]=[C:13]2[C:9]([C:10]([CH2:15][C@H:16]([NH:18][CH2:19][C@@H:20]([C:22]3[CH:27]=[CH:26][CH:25]=[C:24]([Cl:28])[CH:23]=3)[OH:21])[CH3:17])=[CH:11][NH:12]2)=[CH:8][CH:7]=1)=[O:5])C.Cl.[O:32]1CCOCC1>>[Cl:28][C:24]1[CH:23]=[C:22]([C@@H:20]([OH:21])[CH2:19][NH:18][C@H:16]([CH3:17])[CH2:15][C:10]2[C:9]3[C:13](=[CH:14][C:6]([C:4]([OH:5])=[O:32])=[CH:7][CH:8]=3)[NH:12][CH:11]=2)[CH:27]=[CH:26][CH:25]=1. Procedure: To a solution of 3-{(2R)-2-[2-(3-chlorophenyl)-(2R)-2-hydroxy-ethylamino]propyl}-1H-indole-6-carboxylic acid diethylamide (800 mg, 1.87 mmol) in 1,4-dioxane (10 ml) is added 6N—HCl (10 ml), and the mixture is refluxed for 24 hours. After allowed to cool, the reaction solution is concentrated under reduced pressure, and the residue is purified by octadecylsilyl column chromatography (trifluoroacetic acid/methanol/water), and further crystallized from aqueous methanol (pH 7) to give 3-{(2R)-2-[2-(...